This data is from the Open Reaction Database (ORD), a public repository of structured organic reaction records. The task is: describe an organic reaction: reactants, conditions, products, and yield The reactants are CCN(C(C)C)C(C)C, Cc1ccc(N=C=O)cc1Cl, Cl, NCc1cccc2c1CN(C1CCC(=O)NC1=O)C2=O, c1ccncc1. Product: Cc1ccc(NC(=O)NCc2cccc3c2CN(C2CCC(=O)NC2=O)C3=O)cc1Cl. As a reaction SMILES: [CH:33]([N:34]([CH:35]([CH3:36])[CH3:37])[CH2:38][CH3:39])([CH3:40])[CH3:41].[Cl:22][c:23]1[cH:24][c:25]([N:30]=[C:31]=[O:32])[cH:26][cH:27][c:28]1[CH3:29].[ClH:1].[NH2:2][CH2:3][c:4]1[c:5]2[c:9]([cH:10][cH:11][cH:12]1)[C:8](=[O:13])[N:7]([CH:14]1[C:15](=[O:21])[NH:16][C:17](=[O:20])[CH2:18][CH2:19]1)[CH2:6]2.[cH:42]1[cH:43][cH:44][n:45][cH:46][cH:47]1>>[NH:2]([CH2:3][c:4]1[c:5]2[c:9]([cH:10][cH:11][cH:12]1)[C:8](=[O:13])[N:7]([CH:14]1[C:15](=[O:21])[NH:16][C:17](=[O:20])[CH2:18][CH2:19]1)[CH2:6]2)[C:31]([NH:30][c:25]1[cH:24][c:23]([Cl:22])[c:28]([CH3:29])[cH:27][cH:26]1)=[O:32]. Starting materials: C(CCC)C=1C(NC2=CC(=CC=C2C1C)O)=O (3-n-butyl-4-methyl-7-hydroxy-2-oxo-1,2-dihydroquinoline), ClC1=CC=C(CN2CCN(CC2)CCCCl)C=C1 (3-[4-(4-chlorobenzyl)-piperazin-1-yl]-propyl chloride). The solvent is C(C)OC(C)O (ethoxyethanol). Product: C(CCC)C=1C(NC2=CC(=CC=C2C1C)OCCCN1CCN(CC1)CC1=CC=C(C=C1)Cl)=O (3-n-butyl-4-methyl-7-{3-[4-(4-chlorobenzyl)-piperazin-1-yl]-propoxy}-2-oxo-1,2-dihydroquinoline). Yield: 57.5%. As a reaction SMILES: [CH2:1]([C:5]1[C:6](=[O:17])[NH:7][C:8]2[C:13]([C:14]=1[CH3:15])=[CH:12][CH:11]=[C:10]([OH:16])[CH:9]=2)[CH2:2][CH2:3][CH3:4].[Cl:18][C:19]1[CH:35]=[CH:34][C:22]([CH2:23][N:24]2[CH2:29][CH2:28][N:27]([CH2:30][CH2:31][CH2:32]Cl)[CH2:26][CH2:25]2)=[CH:21][CH:20]=1>C(OC(O)C)C>[CH2:1]([C:5]1[C:6](=[O:17])[NH:7][C:8]2[C:13]([C:14]=1[CH3:15])=[CH:12][CH:11]=[C:10]([O:16][CH2:32][CH2:31][CH2:30][N:27]1[CH2:28][CH2:29][N:24]([CH2:23][C:22]3[CH:21]=[CH:20][C:19]([Cl:18])=[CH:35][CH:34]=3)[CH2:25][CH2:26]1)[CH:9]=2)[CH2:2][CH2:3][CH3:4]. Reported procedure: In a manner analogous to that described in Example 1, 3-n-butyl-4-methyl-7-hydroxy-2-oxo-1,2-dihydroquinoline is reacted with 3-[4-(4-chlorobenzyl)-piperazin-1-yl]-propyl chloride in ethoxyethanol. There is obtained 3-n-butyl-4-methyl-7-{3-[4-(4-chlorobenzyl)-piperazin-1-yl]-propoxy}-2-oxo-1,2-dihydroquinoline in a yield of 57.5% of theory; m.p. 148°-149° C. Starting materials: ClCl (chlorine), C31H31ClN4O4, CC=1C=C(C(=O)O)C=CC1C(=O)N1CCCC1 (3-methyl-4-(pyrrolidin-1-ylcarbonyl)benzoic acid), CN(C)C(=[N+](C)C)ON1C2=C(C=CC=C2)N=N1.[B-](F)(F)(F)F (TBTU), C(C)(C)N(CC)C(C)C (diisopropylethylamine), C(C1=CC=CC=C1)OC(=O)CCC(C1=NC2=C(N1)C=CC(=C2)Cl)N (3-benzyloxycarbonyl-1-(5-chloro-1H-benzimidazol-2-yl)propylamine). Run in C(C)(=O)OCC.C(C)O (ethyl acetate ethanol), O1CCCC1 (tetrahydrofuran). Yields the product C(C1=CC=CC=C1)OC(=O)CCC(C1=NC2=C(N1)C=CC(=C2)Cl)NC(C2=CC(=C(C=C2)C(=O)N2CCCC2)C)=O (rac.-N-[3-benzyloxycarbonyl-1-(5-chloro-1H-benzimidazol-2-yl)propyl]-3-methyl-4-(pyrrolidin-1-ylcarbonyl)benzamide). Yield: 70.0%. As a reaction SMILES: [CH3:1][C:2]1[CH:3]=[C:4]([CH:8]=[CH:9][C:10]=1[C:11]([N:13]1[CH2:17][CH2:16][CH2:15][CH2:14]1)=[O:12])[C:5]([OH:7])=O.CN(C(ON1N=NC2C=CC=CC1=2)=[N+](C)C)C.[B-](F)(F)(F)F.C(N(C(C)C)CC)(C)C.[CH2:49]([O:56][C:57]([CH2:59][CH2:60][CH:61]([NH2:72])[C:62]1[NH:66][C:65]2[CH:67]=[CH:68][C:69]([Cl:71])=[CH:70][C:64]=2[N:63]=1)=[O:58])[C:50]1[CH:55]=[CH:54][CH:53]=[CH:52][CH:51]=1.ClCl>O1CCCC1.C(OCC)(=O)C.C(O)C>[CH2:49]([O:56][C:57]([CH2:59][CH2:60][CH:61]([NH:72][C:5](=[O:7])[C:4]1[CH:8]=[CH:9][C:10]([C:11]([N:13]2[CH2:17][CH2:16][CH2:15][CH2:14]2)=[O:12])=[C:2]([CH3:1])[CH:3]=1)[C:62]1[NH:66][C:65]2[CH:67]=[CH:68][C:69]([Cl:71])=[CH:70][C:64]=2[N:63]=1)=[O:58])[C:50]1[CH:51]=[CH:52][CH:53]=[CH:54][CH:55]=1 |f:1.2,7.8|. Reported procedure: Prepared analogously to Example 1g from 3-methyl-4-(pyrrolidin-1-ylcarbonyl)benzoic acid, TBTU, diisopropylethylamine, and 3-benzyloxycarbonyl-1-(5-chloro-1H-benzimidazol-2-yl)propylamine in tetrahydrofuran. Yield: 70%; Rf value: 0.24 (silica gel; ethyl acetate/ethanol=95:5); C31H31ClN4O4 (559.06); mass spectrum: (M+H)+=559/561 (chlorine isotope). Reactants: CC1=NN(C(=C1C1=CC=CC=C1)C)C1=CC=C(C=C1)CCNC(OC1=CC=CC=C1)=O (Phenyl 2-[4-(3,5-dimethyl-4-phenyl-1H-pyrazol-1-yl)phenyl]ethylcarbamate), CC=1C=CC(=NC1)S(=O)(=O)N (5-methyl-2-pyridinesulfonamide). The product is CC1=NN(C(=C1C1=CC=CC=C1)C)C1=CC=C(C=C1)CCNC(=O)NS(=O)(=O)C1=NC=C(C=C1)C (N-[({2-[4-(3,5-Dimethyl-4-phenyl-1H-pyrazol-1-yl)phenyl]ethyl}amino)carbonyl]-5-methyl-2-pyridinesulfonamide). Reaction SMILES: [CH3:1][C:2]1[C:6]([C:7]2[CH:12]=[CH:11][CH:10]=[CH:9][CH:8]=2)=[C:5]([CH3:13])[N:4]([C:14]2[CH:19]=[CH:18][C:17]([CH2:20][CH2:21][NH:22][C:23](=O)[O:24]C3C=CC=CC=3)=[CH:16][CH:15]=2)[N:3]=1.[CH3:32][C:33]1[CH:34]=[CH:35][C:36]([S:39]([NH2:42])(=[O:41])=[O:40])=[N:37][CH:38]=1>>[CH3:1][C:2]1[C:6]([C:7]2[CH:8]=[CH:9][CH:10]=[CH:11][CH:12]=2)=[C:5]([CH3:13])[N:4]([C:14]2[CH:15]=[CH:16][C:17]([CH2:20][CH2:21][NH:22][C:23]([NH:42][S:39]([C:36]3[CH:35]=[CH:34][C:33]([CH3:32])=[CH:38][N:37]=3)(=[O:41])=[O:40])=[O:24])=[CH:18][CH:19]=2)[N:3]=1. Procedure: The title compound was prepared according to the procedure described in step 2 of Example 22 from phenyl 2-[4-(3,5-dimethyl-4-phenyl-1H-pyrazol-1-yl)phenyl]ethylcarbamate (step 1 of Example 22) and 5-methyl-2-pyridinesulfonamide: 1H-NMR (CDCl3) δ 8.47 (1H, s), 7.90 (1H, d, J=7.9 Hz), 7.73 (1H, d, J=7.9 Hz), 7.47-7.24 (9H, m), 6.68 (1H, br.s), 3.54-3.44 (2H, m), 2.88-2.83 (2H, m), 2.43 (3H, s), 2.33 (3H, s), 2.27 (3H, s). Reactants: Brc1cnc2[nH]cnc2c1, CC1Cc2ccc(B3OC(C)(C)C(C)(C)O3)cc2CN1c1cc(N2CCN(C)CC2)nc(N)n1. Product: CC1Cc2ccc(-c3cnc4[nH]cnc4c3)cc2CN1c1cc(N2CCN(C)CC2)nc(N)n1. Reaction SMILES: [Br:35][c:36]1[cH:37][c:38]2[c:39]([n:40][cH:41]1)[nH:42][cH:43][n:44]2.[CH3:1][N:2]1[CH2:3][CH2:4][N:5]([c:8]2[n:9][c:10]([NH2:34])[n:11][c:12]([N:14]3[CH2:15][c:16]4[cH:17][c:18]([B:25]5[O:26][C:27]([CH3:28])([CH3:29])[C:30]([CH3:31])([CH3:32])[O:33]5)[cH:19][cH:20][c:21]4[CH2:22][CH:23]3[CH3:24])[cH:13]2)[CH2:6][CH2:7]1>>[CH3:1][N:2]1[CH2:3][CH2:4][N:5]([c:8]2[n:9][c:10]([NH2:34])[n:11][c:12]([N:14]3[CH2:15][c:16]4[cH:17][c:18](-[c:36]5[cH:37][c:38]6[c:39]([n:40][cH:41]5)[nH:42][cH:43][n:44]6)[cH:19][cH:20][c:21]4[CH2:22][CH:23]3[CH3:24])[cH:13]2)[CH2:6][CH2:7]1.